This data is from the Open Reaction Database (ORD), a public repository of structured organic reaction records. The task is: describe an organic reaction: reactants, conditions, products, and yield The reactants are C(C)(C)(C)OC(=O)N1CCN(CC1)C1=CC(=NC2=CC(=CC=C12)Cl)NCCCC (4-[4-(tert-Butoxycarbonyl)piperazin-1-yl]-2-(n-butylamino)-7-chloroquinoline), C(=O)(C(F)(F)F)O (TFA). Run in C(Cl)Cl (CH2Cl2). The product is C(CCC)NC1=NC2=CC(=CC=C2C(=C1)N1CCN(CC1)C(=O)NC1=CC=C(C=C1)F)Cl (2-n-Butylamino-7-chloro-4-[4-(4-fluorophenylaminocarbonyl)piperazin-1-yl]quinoline). Reaction SMILES: C([O:5][C:6]([N:8]1[CH2:13][CH2:12][N:11]([C:14]2[C:23]3[C:18](=[CH:19][C:20]([Cl:24])=[CH:21][CH:22]=3)[N:17]=[C:16]([NH:25][CH2:26][CH2:27][CH2:28][CH3:29])[CH:15]=2)[CH2:10][CH2:9]1)=O)(C)(C)C.[C:30](O)([C:32]([F:35])(F)F)=O>C(Cl)Cl>[CH2:26]([NH:25][C:16]1[CH:15]=[C:14]([N:11]2[CH2:10][CH2:9][N:8]([C:6]([NH:11][C:14]3[CH:23]=[CH:30][C:32]([F:35])=[CH:16][CH:15]=3)=[O:5])[CH2:13][CH2:12]2)[C:23]2[C:18](=[CH:19][C:20]([Cl:24])=[CH:21][CH:22]=2)[N:17]=1)[CH2:27][CH2:28][CH3:29]. Procedure: 4-[4-(tert-Butoxycarbonyl)piperazin-1-yl]-2-(n-butylamino)-7-chloroquinoline (47 mg, 0.11 mmol) is deprotected with TFA in CH2Cl2 and transformed into the title product according to method C using 4-fluorophenyl isocyanate (18 μL, 0.16 mmol) and triethylamine (110 μL, 0.79 mmol) to give a colorless solid. Starting materials: CNC(=O)C1=CSC=C1 (N-methyl-3-thiophenecarboxamide), OCNC(C(F)(F)F)=O (N-(hydroxymethyl)trifluoroacetamide). Run in S(O)(O)(=O)=O (sulphuric acid), C(C)(=O)OCC (ethyl acetate), C(O)([O-])=O.[Na+] (sodium hydrogen carbonate), C(O)([O-])=O.[Na+] (sodium hydrogen carbonate). Reaction conditions: temperature 20 celsius, time 2 hour. Yields the product CNC(=O)C1=CSC(=C1)CNC(C(F)(F)F)=O (5-[(2,2,2-Trifluoroacetylamino)methyl]-thiophene-3-carboxylic acid methylamide). RXN SMILES: [CH3:1][NH:2][C:3]([C:5]1[CH:9]=[CH:8][S:7][CH:6]=1)=[O:4].O[CH2:11][NH:12][C:13](=[O:18])[C:14]([F:17])([F:16])[F:15]>S(=O)(=O)(O)O.C(OCC)(=O)C.C(=O)([O-])O.[Na+]>[CH3:1][NH:2][C:3]([C:5]1[CH:9]=[C:8]([CH2:11][NH:12][C:13](=[O:18])[C:14]([F:17])([F:16])[F:15])[S:7][CH:6]=1)=[O:4] |f:4.5|. Procedure: To suspension of N-methyl-3-thiophenecarboxamide (1.12 g) (prepared according to J. Org. Chem. (1976), 41(23), 3668-74) in concentrated aqueous sulphuric acid (25 ml) at 0-5° C. was added N-(hydroxymethyl)trifluoroacetamide (1.134 g). The suspension was allowed to warm to 20° C. and stirred for 2 h. The mixture was poured onto ice (150 g) and diluted with ethyl acetate (200 ml). The biphase mixture was diluted with saturated sodium hydrogen carbonate (200 ml) and treated with sodium hydrogen car... As a reaction SMILES: [ClH:15].[NH2:16][OH:17].[cH:18]1[cH:19][cH:20][n:21][cH:22][cH:23]1.[n:1]1[c:2]([C:7](=[O:8])[c:9]2[n:10][cH:11][cH:12][cH:13][cH:14]2)[cH:3][cH:4][cH:5][cH:6]1>>[n:1]1[c:2]([C:7]([c:9]2[n:10][cH:11][cH:12][cH:13][cH:14]2)=[N:16][OH:17])[cH:3][cH:4][cH:5][cH:6]1. Product: ON=C(c1ccccn1)c1ccccn1. Reactants: Cl, NO, c1ccncc1, O=C(c1ccccn1)c1ccccn1. Reactants: C(C)N(C(=O)N1C=C(C2=CC(=CC=C12)C(NCC(CC(F)(F)F)C)=O)CC1=C(C=C(C(=O)O)C=C1)OC)CC (4-[1-diethylcarbamoyl-5-(4,4,4-trifluoro-2-methylbutylcarbamoyl)-1H-indol-3-ylmethyl]-3-methoxy-benzoic acid), ClCCCl (1,2-dichloroethane), C1(=C(C=CC=C1)S(=O)(=O)N)C (o-tolylsulfonamide). The reagents and catalysts are CN(C1=CC=NC=C1)C (4-dimethylaminopyridine). The solvent is C(Cl)Cl (methylene chloride), C(Cl)Cl (methylene chloride). Conditions: time 12 hour. Yields the product C(C)N(C(=O)N1C=C(C2=CC(=CC=C12)C(NCC(CC(F)(F)F)C)=O)CC1=C(C=C(C(=O)NS(=O)(=O)C2=C(C=CC=C2)C)C=C1)OC)CC (4-[1-diethylcarbamoyl-5-(4,4,4-trifluoro-2-methyl-butylcarbamoyl)-1H-indol-3-ylmethyl]-3-methoxy-N-o-tolylsulfonylbenzamide). The yield is 74.6%. Reaction SMILES: [CH2:1]([N:3]([CH2:38][CH3:39])[C:4]([N:6]1[C:14]2[C:9](=[CH:10][C:11]([C:15](=[O:25])[NH:16][CH2:17][CH:18]([CH3:24])[CH2:19][C:20]([F:23])([F:22])[F:21])=[CH:12][CH:13]=2)[C:8]([CH2:26][C:27]2[CH:35]=[CH:34][C:30]([C:31]([OH:33])=O)=[CH:29][C:28]=2[O:36][CH3:37])=[CH:7]1)=[O:5])[CH3:2].ClCCCl.[C:44]1([CH3:54])[CH:49]=[CH:48][CH:47]=[CH:46][C:45]=1[S:50]([NH2:53])(=[O:52])=[O:51]>CN(C)C1C=CN=CC=1.C(Cl)Cl>[CH2:1]([N:3]([CH2:38][CH3:39])[C:4]([N:6]1[C:14]2[C:9](=[CH:10][C:11]([C:15](=[O:25])[NH:16][CH2:17][CH:18]([CH3:24])[CH2:19][C:20]([F:23])([F:21])[F:22])=[CH:12][CH:13]=2)[C:8]([CH2:26][C:27]2[CH:35]=[CH:34][C:30]([C:31]([NH:53][S:50]([C:45]3[CH:46]=[CH:47][CH:48]=[CH:49][C:44]=3[CH3:54])(=[O:51])=[O:52])=[O:33])=[CH:29][C:28]=2[O:36][CH3:37])=[CH:7]1)=[O:5])[CH3:2]. Reported procedure: To a solution of 4-[1-diethylcarbamoyl-5-(4,4,4-trifluoro-2-methylbutylcarbamoyl)-1H-indol-3-ylmethyl]-3-methoxy-benzoic acid (0.12 grams, 0.22 mmol), 4-dimethylaminopyridine (0.040 grams, 0.33 mmol) and 1,2-dichloroethane (0.063 grams, 0.33 mmol) in methylene chloride (15 mL) was added o-tolylsulfonamide (0.038 grams, 0.22 mmol). The resulting solution was stirred, at room temperature, for 12 hours. The reaction mixture was then diluted with methylene chloride and washed with 1 M hydrochloric a... The reactants are COC(CCCCCC1=CC(=CC=C1)C(O[SiH2]C(C)(C)C)(C1=CC=CC=C1)C1=CC=CC=C1)=O (6-[3-(tert-butyl-diphenyl-silanyloxymethyl)-phenyl]-hexanoic acid methyl ester), C(C)(=O)O (acetic acid), CCCC[N+](CCCC)(CCCC)CCCC.[F-] (TBAF). Solvent: C1CCOC1 (THF), CCOC(=O)C.CCOCC (EtOAc ether). Reaction conditions: time 2 hour. Yields the product COC(CCCCCC1=CC(=CC=C1)CO)=O (6-(3-Hydroxymethyl-phenyl)-hexanoic Acid Methyl Ester). Isolated yield 94.8%. RXN SMILES: [CH3:1][O:2][C:3](=[O:34])[CH2:4][CH2:5][CH2:6][CH2:7][CH2:8][C:9]1[CH:14]=[CH:13][CH:12]=[C:11]([C:15](C2C=CC=CC=2)(C2C=CC=CC=2)[O:16][SiH2]C(C)(C)C)[CH:10]=1.C(O)(=O)C.CCCC[N+](CCCC)(CCCC)CCCC.[F-]>C1COCC1.CCOC(C)=O.CCOCC>[CH3:1][O:2][C:3](=[O:34])[CH2:4][CH2:5][CH2:6][CH2:7][CH2:8][C:9]1[CH:14]=[CH:13][CH:12]=[C:11]([CH2:15][OH:16])[CH:10]=1 |f:2.3,5.6|. Procedure: To a solution of 6-[3-(tert-butyl-diphenyl-silanyloxymethyl)-phenyl]-hexanoic acid methyl ester (2.37 g, 5 mmol) in THF (10 mL) is added acetic acid (283 μL, 5 mmol) and 1M TBAF (5 mL). The solution is stirred for 2 hrs then diluted with EtOAc/ether (1:1). The organic layer is washed with water, brine, dried over MgSO4 and concentrated. The residue is purified by flash chromatography (eluting with 35% ethyl acetate/hexanes) to give 1.12 g of title compound. MS (EI) 236 (M+). Reactants: N1N=C(C=C1)CCO (2-(3-pyrazolyl)-1-ethanol), C([O-])([O-])=O.[Na+].[Na+] (sodium carbonate), IC(C)C (2-iodopropane). The solvent is CN(C=O)C (dimethylformamide), CN(C=O)C (dimethylformamide). Conditions: temperature 100 celsius. The product is C(C)(C)N1N=C(C=C1)CCO (2-(1-isopropyl-1H-pyrazol-3-yl)-1-ethanol). Yield: 25.9%. RXN SMILES: [NH:1]1[CH:5]=[CH:4][C:3]([CH2:6][CH2:7][OH:8])=[N:2]1.C(=O)([O-])[O-].[Na+].[Na+].I[CH:16]([CH3:18])[CH3:17]>CN(C)C=O>[CH:16]([N:1]1[CH:5]=[CH:4][C:3]([CH2:6][CH2:7][OH:8])=[N:2]1)([CH3:18])[CH3:17] |f:1.2.3|. Procedure: To a solution of 1.0 gm (9.0 mMol) 2-(3-pyrazolyl)-1-ethanol in 36 mL dimethylformamide were added 2.38 gm (22.5 mMol) sodium carbonate followed by the dropwise addition of a solution of 0.89 mL (9.0 mMol) 2-iodopropane in 8 mL dimethylformamide. The reaction mixture was heated to 100° C. for 18 hours. The reaction mixture was then cooled to ambient and then concentrated under reduced pressure. The residue was partitioned between water and dichloromethane. The organic phase was then washed with ... Reactants: CC(C=CC(=O)C1C(CC2OC(CC21)=O)C)(CCCC)C (4-(4,4-dimethyl-1-oxo-2-octenyl)hexahydro-5-methyl-2H-cyclopenta[b]furan-2-one), [BH4-].[Na+] (sodium borohydride). The product is CC1CC2C(OC(C2)=O)C1 (hexahydro-5-methyl-2H-cyclopenta[b]furan-2-one). Reaction SMILES: CC(C)(CCCC)C=CC([CH:7]1[CH:14]2[CH:10]([O:11][C:12](=[O:15])[CH2:13]2)[CH2:9][CH:8]1[CH3:16])=O.[BH4-].[Na+]>>[CH3:16][CH:8]1[CH2:9][CH:10]2[O:11][C:12](=[O:15])[CH2:13][CH:14]2[CH2:7]1 |f:1.2|. Procedure: The crude, optically active (3aR,4S,-5R,6aS)-[S*,R*(E)]-4-(4,4-dimethyl-1-oxo-2-octenyl)hexahydro-5-methyl-2H-cyclopenta[b]furan-2-one (11.1 g) was reduced with sodium borohydride (1.1 g) as described in Example V. After workup 10.45 g (93%) of optically active [3aR-[3aalpha,4alpha(1S*,2E),5beta,6aalpha]]-4-[1-(hydroxy)-4,4-dimethyl)-2-octenyl]hexahydro-5-methyl-2H-cyclopenta[b]furan-2-one was obtained as a viscous, amber colored oil. The product gave a single spot on TLC and was used as is in E... As a reaction SMILES: [C:33](=[O:34])([O-:35])[O-:36].[CH2:1]([CH:2]=[CH2:3])[C:4]1([CH3:25])[C:5](=[O:24])[NH:6][CH:7]([c:17]2[cH:18][cH:19][c:20]([Cl:23])[cH:21][cH:22]2)[CH:8]([c:10]2[cH:11][c:12]([Cl:16])[cH:13][cH:14][cH:15]2)[CH2:9]1.[CH2:47]1[O:48][CH2:49][CH2:50][O:51][CH2:52]1.[CH3:39][N:40]([CH3:41])[CH2:42][CH2:43][N:44]([CH3:45])[CH3:46].[Cs+:37].[Cs+:38].[Cu:53][I:54].[I:26][c:27]1[n:28][cH:29][cH:30][n:31][cH:32]1>>[CH2:1]([CH:2]=[CH2:3])[C:4]1([CH3:25])[C:5](=[O:24])[N:6]([c:27]2[n:28][cH:29][cH:30][n:31][cH:32]2)[CH:7]([c:17]2[cH:18][cH:19][c:20]([Cl:23])[cH:21][cH:22]2)[CH:8]([c:10]2[cH:11][c:12]([Cl:16])[cH:13][cH:14][cH:15]2)[CH2:9]1. The product is C=CCC1(C)CC(c2cccc(Cl)c2)C(c2ccc(Cl)cc2)N(c2cnccn2)C1=O. Reactants: O=C([O-])[O-], C=CCC1(C)CC(c2cccc(Cl)c2)C(c2ccc(Cl)cc2)NC1=O, C1COCCO1, CN(C)CCN(C)C, [Cs+], [Cs+], [Cu]I, Ic1cnccn1.